Dataset: the Open Reaction Database (ORD), a public repository of structured organic reaction records. Task: describe an organic reaction: reactants, conditions, products, and yield Reactants: 23b, FC(OC1=C(C(=NC2=C(C=CC(=C12)OCC(=O)OC)F)CC)CC1=CC=C(C=C1)B(O)O)F ((4-{[4-difluoromethoxy-2-ethyl-8-fluoro-5-(2-methoxy-2-oxoethoxy)quinolin-3-yl]methyl}phenyl)boronic acid), C1(CC1)C1=CC=NN1 (5-cyclopropyl-1H-pyrazole). The product is COC(COC1=C2C(=C(C(=NC2=C(C=C1)F)CC)CC1=CC=C(C=C1)N1N=C(C=C1)C1CC1)OC(F)F)=O ({3-[4-(3-cyclopropylpyrazol-1-yl)benzyl]-4-difluoromethoxy-2-ethyl-8-fluoroquinolin-5-yloxy}acetic acid methyl ester). RXN SMILES: [F:1][CH:2]([F:33])[O:3][C:4]1[C:13]2[C:8](=[C:9]([F:20])[CH:10]=[CH:11][C:12]=2[O:14][CH2:15][C:16]([O:18][CH3:19])=[O:17])[N:7]=[C:6]([CH2:21][CH3:22])[C:5]=1[CH2:23][C:24]1[CH:29]=[CH:28][C:27](B(O)O)=[CH:26][CH:25]=1.[CH:34]1([C:37]2[NH:41][N:40]=[CH:39][CH:38]=2)[CH2:36][CH2:35]1>>[CH3:19][O:18][C:16](=[O:17])[CH2:15][O:14][C:12]1[CH:11]=[CH:10][C:9]([F:20])=[C:8]2[C:13]=1[C:4]([O:3][CH:2]([F:33])[F:1])=[C:5]([CH2:23][C:24]1[CH:29]=[CH:28][C:27]([N:40]3[CH:39]=[CH:38][C:37]([CH:34]4[CH2:36][CH2:35]4)=[N:41]3)=[CH:26][CH:25]=1)[C:6]([CH2:21][CH3:22])=[N:7]2. Procedure details: The title compound was prepared by the method of Preparation 23b using (4-{[4-difluoromethoxy-2-ethyl-8-fluoro-5-(2-methoxy-2-oxoethoxy)quinolin-3-yl]methyl}phenyl)boronic acid and 5-cyclopropyl-1H-pyrazole. The reactants are C1(CCCCCC1)NC(=O)C1=CC=CC=2C3=CC=CC=C3CC12 (N-cycloheptyl-1-fluorenecarboxamide), solution, C1CCOC1 (THF), [OH-].[Na+] (sodium hydroxide), Cl (hydrochloric acid). Run in CO (methanol). Run at temperature 60 celsius. Product: C1(CCCCCC1)NCC1=CC=CC=2C3=CC=CC=C3CC12 (N-Cycloheptyl-[(1-fluorenyl)methyl]amine). The yield is 94.2%. RXN SMILES: [CH:1]1([NH:8][C:9]([C:11]2[C:23]3[CH2:22][C:21]4[C:16](=[CH:17][CH:18]=[CH:19][CH:20]=4)[C:15]=3[CH:14]=[CH:13][CH:12]=2)=O)[CH2:7][CH2:6][CH2:5][CH2:4][CH2:3][CH2:2]1.C1COCC1.Cl.[OH-].[Na+]>CO>[CH:1]1([NH:8][CH2:9][C:11]2[C:23]3[CH2:22][C:21]4[C:16](=[CH:17][CH:18]=[CH:19][CH:20]=4)[C:15]=3[CH:14]=[CH:13][CH:12]=2)[CH2:7][CH2:6][CH2:5][CH2:4][CH2:3][CH2:2]1 |f:3.4|. Procedure: To N-cycloheptyl-1-fluorenecarboxamide (1.00 g, 3.28 mmol) was added a 1M solution of borane-tetrahydrofuran complex in THF (13 ml, 13 mmol) and the mixture was heated at 60° C. for 7.5 hrs. To this reaction mixture were added methanol (0.4 ml) and concentrated hydrochloric acid (3 ml) and the mixture was heated at 60° C. for 0.5 hr. Then, 1N aqueous sodium hydroxide solution (50 ml) was added at room temperature and the mixture was extracted with chloroform (80 ml×2 times). The organic layer wa...